From a dataset of the Open Reaction Database (ORD), a public repository of structured organic reaction records. describe an organic reaction: reactants, conditions, products, and yield The reactants are ClC(C(=O)O)CC1=CC=C(C=C1)CCCC (α-Chloro-β-p-n-butylphenylpropionic Acid), N (ammonia). Reaction conditions: temperature 40 celsius, time 4 day. Product: C(CCC)C1=CC=C(C[C@H](N)C(=O)O)C=C1 (p-butylphenylalanine). Isolated yield 46.0%. RXN SMILES: Cl[CH:2]([CH2:6][C:7]1[CH:12]=[CH:11][C:10]([CH2:13][CH2:14][CH2:15][CH3:16])=[CH:9][CH:8]=1)[C:3]([OH:5])=[O:4].[NH3:17]>>[CH2:13]([C:10]1[CH:11]=[CH:12][C:7]([CH2:6][C@@H:2]([C:3]([OH:5])=[O:4])[NH2:17])=[CH:8][CH:9]=1)[CH2:14][CH2:15][CH3:16]. Reported procedure: α-Chloro-β-p-butylphenylpropionic acid 3 (128 g, 0.534 moles) was suspended in 800 mL 30% aqueous ammonia. The reaction was stirred for 4 days at 40° C. in a tightly stoppered flask. After cooling to room temperature, the precipitate was removed by filtration through a coarse glass frit. The solid was washed thoroughly with ethanol followed by diethyl ether. The solid was dried under vacuum yielding 54.3 g (0.245 moles, 46% yield) of p-butylphenylalanine as a white solid. The solid was recrystal... The reactants are ClC1=C2C=CN(C2=CC=C1)C (4-chloro-1-methylindole), C(C)(=O)OC(=C)C (isopropenyl acetate), C[O-].C(CCC)[Sn+](CCCC)CCCC (tributyltin methoxide), C1(CCCCC1)P(C1=C(C=CC=C1)C1=C(C=CC=C1)N(C)C)C1CCCCC1 (2-dicyclohexylphospino-2′-(N,N-dimethylamino) biphenyl), (dibenzylidineacetone)dipalladium. Solvent: C1(=CC=CC=C1)C (toluene). Conditions: temperature 100 celsius, time 15 minute. Yields the product CN1C=CC2=C(C=CC=C12)CC(=O)C (1-(1-Methyl-1H-indol-4-yl)acetone). RXN SMILES: Cl[C:2]1[CH:10]=[CH:9][CH:8]=[C:7]2[C:3]=1[CH:4]=[CH:5][N:6]2[CH3:11].C([O:15][C:16]([CH3:18])=[CH2:17])(=O)C.C[O-].C([Sn+](CCCC)CCCC)CCC.C1(P(C2CCCCC2)C2C=CC=CC=2C2C=CC=CC=2N(C)C)CCCCC1>C1(C)C=CC=CC=1>[CH3:11][N:6]1[C:7]2[C:3](=[C:2]([CH2:17][C:16]([CH3:18])=[O:15])[CH:10]=[CH:9][CH:8]=2)[CH:4]=[CH:5]1 |f:2.3|. Procedure: To a solution of 0.852 g (5.14 mmol) of 4-chloro-1-methylindole in 15 mL dry toluene, 0.85 mL (7.73 mmol) isopropenyl acetate and 2.3 ml (8 mmol) tributyltin methoxide were added. The solution was heated to 100° C. After 15 min, 0.24 g (0.61 mmol) 2-dicyclohexylphospino-2′-(N,N-dimethylamino) biphenyl and 0.14 g (0.153 mmol) tris (dibenzylidineacetone)dipalladium were added and heating was continued. After 2 h the solution was cooled, filtered through a pad of CELITE diatomaceous earth and the f... The reactants are CC(=O)c1ccc(CCBr)cc1, CS(C)=O, [N-]=[N+]=[N-], [Na+]. Yields the product CC(=O)c1ccc(CCN=[N+]=[N-])cc1. RXN SMILES: [Br:1][CH2:2][CH2:3][c:4]1[cH:5][cH:6][c:7]([C:10]([CH3:11])=[O:12])[cH:8][cH:9]1.[CH3:17][S:18](=[O:19])[CH3:20].[N-:14]=[N+:15]=[N-:16].[Na+:13]>>[CH2:2]([CH2:3][c:4]1[cH:5][cH:6][c:7]([C:10]([CH3:11])=[O:12])[cH:8][cH:9]1)[N:14]=[N+:15]=[N-:16]. The reactants are C1(=CC=CC=C1)[Si](C=CCOC(C)=O)(C1=CC=CC=C1)C1=CC=CC=C1 (1,1,1-triphenyl-4-acetoxy-1-sila-2-butene), C([O-])([O-])=O.[K+].[K+] (potassium carbonate). Run in CO (methanol). Conditions: time 2 hour. The product is C1(=CC=CC=C1)[Si](C=CCO)(C1=CC=CC=C1)C1=CC=CC=C1 (1,1,1-triphenyl-1-sila-2-butene-4-ol). RXN SMILES: [C:1]1([Si:7]([C:21]2[CH:26]=[CH:25][CH:24]=[CH:23][CH:22]=2)([C:15]2[CH:20]=[CH:19][CH:18]=[CH:17][CH:16]=2)[CH:8]=[CH:9][CH2:10][O:11]C(=O)C)[CH:6]=[CH:5][CH:4]=[CH:3][CH:2]=1.C(=O)([O-])[O-].[K+].[K+]>CO>[C:1]1([Si:7]([C:21]2[CH:26]=[CH:25][CH:24]=[CH:23][CH:22]=2)([C:15]2[CH:16]=[CH:17][CH:18]=[CH:19][CH:20]=2)[CH:8]=[CH:9][CH2:10][OH:11])[CH:2]=[CH:3][CH:4]=[CH:5][CH:6]=1 |f:1.2.3|. Procedure details: The crude acetoxy compound from Example 14 is dissolved in 250 mL methanol, and 25.0 g of potassium carbonate is added all at once. After stirring for 2 hours, the reaction mixture is filtered and concentrated. The concentrated residue is partitioned between 200/200 mL water/ethyl acetate. The organic layer is removed, washed with brine, dried and concentrated. The crude material is purified by flash chromatography using silica gel to afford the pure product. Reactants: [H-].[Na+] (Sodium hydride), O (Water), C(C1=CC=CC=C1)N1C(CCC2=CC=C(C=C12)CNCC1=CC2=C(N(C(C(C(N2C)=O)(C)C)=O)CC)C=C1)=O (7-{[N-(1-Benzyl-2-oxo-1,2,3,4-tetrahydroquinolin-7-ylmethyl)amino]methyl}-1-ethyl-3,3,5-trimethyl-1,5-dihydrobenzo[b][1,4]diazepine-2,4-dione), CI (Methyl iodide). The solvent is CN(C)C=O (DMF), ice water. Run at temperature 0 celsius, time 0.5 hour. Yields the product C(C1=CC=CC=C1)N1C(CCC2=CC=C(C=C12)CN(C)CC1=CC2=C(N(C(C(C(N2C)=O)(C)C)=O)CC)C=C1)=O (7-{[N-(1-Benzyl-2-oxo-1,2,3,4-tetrahydroquinolin-7-ylmethyl)-N-methylamino]methyl}-1-ethyl-3,3,5-trimethyl-1,5-dihydrobenzo[b][1,4]diazepine-2,4-dione). Isolated yield 66.6%. RXN SMILES: [CH2:1]([N:8]1[C:17]2[C:12](=[CH:13][CH:14]=[C:15]([CH2:18][NH:19][CH2:20][C:21]3[CH:38]=[CH:37][C:24]4[N:25]([CH2:35][CH3:36])[C:26](=[O:34])[C:27]([CH3:33])([CH3:32])[C:28](=[O:31])[N:29]([CH3:30])[C:23]=4[CH:22]=3)[CH:16]=2)[CH2:11][CH2:10][C:9]1=[O:39])[C:2]1[CH:7]=[CH:6][CH:5]=[CH:4][CH:3]=1.[H-].[Na+].[CH3:42]I.O>CN(C=O)C>[CH2:1]([N:8]1[C:17]2[C:12](=[CH:13][CH:14]=[C:15]([CH2:18][N:19]([CH2:20][C:21]3[CH:38]=[CH:37][C:24]4[N:25]([CH2:35][CH3:36])[C:26](=[O:34])[C:27]([CH3:33])([CH3:32])[C:28](=[O:31])[N:29]([CH3:30])[C:23]=4[CH:22]=3)[CH3:42])[CH:16]=2)[CH2:11][CH2:10][C:9]1=[O:39])[C:2]1[CH:7]=[CH:6][CH:5]=[CH:4][CH:3]=1 |f:1.2|. Procedure details: 7-{[N-(1-Benzyl-2-oxo-1,2,3,4-tetrahydroquinolin-7-ylmethyl)amino]methyl}-1-ethyl-3,3,5-trimethyl-1,5-dihydrobenzo[b][1,4]diazepine-2,4-dione (247 mg) was dissolved in DMF(2 ml), and was cooled to 0° C. in ice water bath. Sodium hydride (60% in oil, 13.56 mg) was added thereto at the same temperature, and the mixture was stirred at 0° C. for 0.5 hours. Methyl iodide (73.5 mg) was added thereto, and the mixture was stirred at room temperature for 4 hours. Water was added to the reaction mixture, ... The reactants are COC(CC=1C=C(C(=CC1)OC)C1=C(C=C(C=C1)C(F)(F)F)CNC1CCC1)=O ((2′-cyclobutylaminomethyl-6-methoxy-4′-trifluoromethyl-biphenyl-3-yl)-acetic acid methyl ester), ClC(=O)OCC1=CC=CC=C1 (benzyl chloroformate). Product: COC(CC=1C=C(C(=CC1)OC)C1=C(C=C(C=C1)C(F)(F)F)CN(C1CCC1)C(=O)OCC1=CC=CC=C1)=O ({2′-[(Benzyloxycarbonyl-cyclobutyl-amino)-methyl]-6-methoxy-4′-trifluoromethyl-biphenyl-3-yl}-acetic acid methyl ester). As a reaction SMILES: [CH3:1][O:2][C:3](=[O:29])[CH2:4][C:5]1[CH:6]=[C:7]([C:13]2[CH:18]=[CH:17][C:16]([C:19]([F:22])([F:21])[F:20])=[CH:15][C:14]=2[CH2:23][NH:24][CH:25]2[CH2:28][CH2:27][CH2:26]2)[C:8]([O:11][CH3:12])=[CH:9][CH:10]=1.Cl[C:31]([O:33][CH2:34][C:35]1[CH:40]=[CH:39][CH:38]=[CH:37][CH:36]=1)=[O:32]>>[CH3:1][O:2][C:3](=[O:29])[CH2:4][C:5]1[CH:6]=[C:7]([C:13]2[CH:18]=[CH:17][C:16]([C:19]([F:22])([F:20])[F:21])=[CH:15][C:14]=2[CH2:23][N:24]([C:31]([O:33][CH2:34][C:35]2[CH:40]=[CH:39][CH:38]=[CH:37][CH:36]=2)=[O:32])[CH:25]2[CH2:26][CH2:27][CH2:28]2)[C:8]([O:11][CH3:12])=[CH:9][CH:10]=1. Procedure: Prepared according to the procedure described in Example 1, Step 6, using the following starting materials: (2′-cyclobutylaminomethyl-6-methoxy-4′-trifluoromethyl-biphenyl-3-yl)-acetic acid methyl ester and benzyl chloroformate. Reactants: FC1=C(C=CC(=C1)[N+](=O)[O-])N1N=NNC1=O (1-(2-fluoro-4-nitrophenyl)-1,4-dihydro-5H-tetrazol-5-one), C([O-])([O-])=O.[K+].[K+] (potassium carbonate), CS(=O)(=O)OCCCF (3-fluoropropyl methanesulfonate). Run in CN(C=O)C (dimethylformamide). Conditions: temperature 60 celsius. The product is FC1=C(C=CC(=C1)[N+](=O)[O-])N1N=NN(C1=O)CCCF (1-(2-fluoro-4-nitrophenyl)-4-(3-fluoropropyl)-1,4-dihydro-5H-tetrazol-5-one). Yield: 60.8%. RXN SMILES: [F:1][C:2]1[CH:7]=[C:6]([N+:8]([O-:10])=[O:9])[CH:5]=[CH:4][C:3]=1[N:11]1[C:15](=[O:16])[NH:14][N:13]=[N:12]1.C(=O)([O-])[O-].[K+].[K+].CS(O[CH2:28][CH2:29][CH2:30][F:31])(=O)=O>CN(C)C=O>[F:1][C:2]1[CH:7]=[C:6]([N+:8]([O-:10])=[O:9])[CH:5]=[CH:4][C:3]=1[N:11]1[C:15](=[O:16])[N:14]([CH2:28][CH2:29][CH2:30][F:31])[N:13]=[N:12]1 |f:1.2.3|. Procedure: A stirred mixture of 28.0 g (0.124 mole) of 1-(2-fluoro-4-nitrophenyl)-1,4-dihydro-5H-tetrazol-5-one, 19.3 g (0.140 mole) of potassium carbonate, and 21.8 g (0.140 mole) of 3-fluoropropyl methanesulfonate in 100 mL of dimethylformamide was heated at 60° C. for approximately 18 hours. The reaction mixture was poured into icewater, and the resultant fixture was extracted with diethyl ether. The extract was dried over anhydrous magnesium sulfate and was filtered. The filtrate was evaporated under r...